From a dataset of the Open Reaction Database (ORD), a public repository of structured organic reaction records. describe an organic reaction: reactants, conditions, products, and yield Starting materials: C(C)(C)(C)OC(=O)N1CCC(CC1)C=1C=C2N3C(C(NN=C3COC2=CC1Br)=O)C (4-(7-bromo-4-methyl-3-oxo-2,3,4,10-tetrahydro-9-oxa-1,2,4a-triaza-phenanthren-6-yl)-piperidine-1-carboxylic acid tert-butyl ester), C1(CC1)B(O)O (cyclopropylboronic acid), C(=O)([O-])[O-].[K+].[K+] (K2CO3). The solvent is O1CCOCC1 (dioxane), O (water). Yields the product C(C)(C)(C)OC(=O)N1CCC(CC1)C=1C=C2N3C(C(NN=C3COC2=CC1C1CC1)=O)C (4-(7-cyclopropyl-4-methyl-3-oxo-2,3,4,10-tetrahydro-9-oxa-1,2,4a-triaza-phenanthren-6-yl)-piperidine-1-carboxylic acid tert-butyl ester). The yield is 42.9%. As a reaction SMILES: [C:1]([O:5][C:6]([N:8]1[CH2:13][CH2:12][CH:11]([C:14]2[CH:15]=[C:16]3[C:25](=[CH:26][C:27]=2Br)[O:24][CH2:23][C:22]2[N:17]3[CH:18]([CH3:30])[C:19](=[O:29])[NH:20][N:21]=2)[CH2:10][CH2:9]1)=[O:7])([CH3:4])([CH3:3])[CH3:2].[CH:31]1(B(O)O)[CH2:33][CH2:32]1.C([O-])([O-])=O.[K+].[K+]>O1CCOCC1.O>[C:1]([O:5][C:6]([N:8]1[CH2:13][CH2:12][CH:11]([C:14]2[CH:15]=[C:16]3[C:25](=[CH:26][C:27]=2[CH:31]2[CH2:33][CH2:32]2)[O:24][CH2:23][C:22]2[N:17]3[CH:18]([CH3:30])[C:19](=[O:29])[NH:20][N:21]=2)[CH2:10][CH2:9]1)=[O:7])([CH3:4])([CH3:3])[CH3:2] |f:2.3.4|. Procedure: A degassed mixture of 4-(7-bromo-4-methyl-3-oxo-2,3,4,10-tetrahydro-9-oxa-1,2,4a-triaza-phenanthren-6-yl)-piperidine-1-carboxylic acid tert-butyl ester (Example #75, Step A, 0.06 g, 0.127 mmol), cyclopropylboronic acid (0.021 g, 0.250 mmol), [1,1′-bis(diphenylphosphino)ferrocene]dichloropalladium(II)dichloride dichloromethane complex (0.020 g, 0.025 mmol) and K2CO3 (0.035 g, 0.250 mmol) in dioxane (1 mL) and water (0.2 mL) was heated to reflux for 8 h. The reaction mixture was cooled to ambient ...